describe an organic reaction: reactants, conditions, products, and yield From a dataset of the Open Reaction Database (ORD), a public repository of structured organic reaction records. Reactants: CN1CCN(CC1)CC#C (1-methyl-4-propargylpiperazine), ClC1=CC=C(C=C1)/C(=C/COC1=CC(=C(OCC(=O)OC)C=C1)C)/C1=CC=C(C=C1)I (methyl (Z)-[4-[3-(4-chlorophenyl)-3-(4-iodophenyl)allyloxy]-2-methylphenoxy]acetate). Reagents/catalysts: C=1C=CC(=CC1)[P](C=2C=CC=CC2)(C=3C=CC=CC3)[Pd]([P](C=4C=CC=CC4)(C=5C=CC=CC5)C=6C=CC=CC6)([P](C=7C=CC=CC7)(C=8C=CC=CC8)C=9C=CC=CC9)[P](C=1C=CC=CC1)(C=1C=CC=CC1)C=1C=CC=CC1 (tetrakis(triphenylphosphine)palladium), [Cu]I (copper(I) iodide). Run in O1CCCC1 (tetrahydrofuran), C(C)N(CC)CC (triethylamine), C1=CC=CC=C1 (benzene). Run at time 48 hour. Product: ClC1=CC=C(C=C1)/C(=C/COC1=CC(=C(OCC(=O)OC)C=C1)C)/C1=CC=C(C=C1)C#CCN1CCN(CC1)C (methyl (E)-[4-[3-(4-chlorophenyl)-3-[4-[3-(4-methylpiperazin-1-yl)propynyl]phenyl]-allyloxy]-2-methylphenoxy]acetate). Reaction SMILES: [CH3:1][N:2]1[CH2:7][CH2:6][N:5]([CH2:8][C:9]#[CH:10])[CH2:4][CH2:3]1.[Cl:11][C:12]1[CH:17]=[CH:16][C:15](/[C:18](/[C:35]2[CH:40]=[CH:39][C:38](I)=[CH:37][CH:36]=2)=[CH:19]/[CH2:20][O:21][C:22]2[CH:33]=[CH:32][C:25]([O:26][CH2:27][C:28]([O:30][CH3:31])=[O:29])=[C:24]([CH3:34])[CH:23]=2)=[CH:14][CH:13]=1>O1CCCC1.C(N(CC)CC)C.C1C=CC=CC=1.C1C=CC([P]([Pd]([P](C2C=CC=CC=2)(C2C=CC=CC=2)C2C=CC=CC=2)([P](C2C=CC=CC=2)(C2C=CC=CC=2)C2C=CC=CC=2)[P](C2C=CC=CC=2)(C2C=CC=CC=2)C2C=CC=CC=2)(C2C=CC=CC=2)C2C=CC=CC=2)=CC=1.[Cu]I>[Cl:11][C:12]1[CH:13]=[CH:14][C:15](/[C:18](/[C:35]2[CH:36]=[CH:37][C:38]([C:10]#[C:9][CH2:8][N:5]3[CH2:6][CH2:7][N:2]([CH3:1])[CH2:3][CH2:4]3)=[CH:39][CH:40]=2)=[CH:19]/[CH2:20][O:21][C:22]2[CH:33]=[CH:32][C:25]([O:26][CH2:27][C:28]([O:30][CH3:31])=[O:29])=[C:24]([CH3:34])[CH:23]=2)=[CH:16][CH:17]=1 |^1:63,65,84,103|. Reported procedure: Under nitrogen atmosphere, 1-methyl-4-propargylpiperazine (380 mg, 2.75 mmol) was added to a degassed solution of methyl (Z)-[4-[3-(4-chlorophenyl)-3-(4-iodophenyl)allyloxy]-2-methylphenoxy]acetate (450 mg, 0.82 mmol; prepared as described in example 7) in a mixture of tetrahydrofuran (10 mL) and triethylamine (8 mL) The solution was cooled, tetrakis(triphenylphosphine)palladium (85 mg, 0.073 mmol) and copper(I) iodide (22 mg, 0.115 mmol) were added. The reaction mixture was stirred at ambient t... The reactants are BrB(Br)Br, COc1cc(I)cc(C(=O)NCc2ccccc2)c1, CCOCC, ClCCl. Product: O=C(NCc1ccccc1)c1cc(O)cc(I)c1. Reaction SMILES: [B:20]([Br:21])([Br:22])[Br:23].[CH2:1]([c:2]1[cH:3][cH:4][cH:5][cH:6][cH:7]1)[NH:8][C:9]([c:10]1[cH:11][c:12]([I:18])[cH:13][c:14]([O:16][CH3:17])[cH:15]1)=[O:19].[CH3:24][CH2:25][O:26][CH2:27][CH3:28].[Cl:29][CH2:30][Cl:31]>>[CH2:1]([c:2]1[cH:3][cH:4][cH:5][cH:6][cH:7]1)[NH:8][C:9]([c:10]1[cH:11][c:12]([I:18])[cH:13][c:14]([OH:16])[cH:15]1)=[O:19]. Reactants: solution, Cl (HCl), C(C)(C)(C)OC(=O)N1CCC(CC1)OC1=C(C=CC=C1)C(=O)N1CC=2C(=C3N=C(C(=C(N3N2)C)Cl)C)C1 (4-[2-(6-chloro-5,7-dimethyl-1H,3H-2,4,7a,8-tetraaza-cyclopenta[a]indene-2-carbonyl)-phenoxy]-piperidine-1-carboxylic acid tert-butyl ester). Solvent: O1CCOCC1 (1,4-dioxane), O1CCOCC1 (1,4-dioxane). Reaction conditions: time 18 hour. The product is ClC1=C(N2N=C3C(=C2N=C1C)CN(C3)C(=O)C3=C(C=CC=C3)OC3CCNCC3)C ((6-chloro-5,7-dimethyl-1H,3H-2,4,7a,8-tetraaza-cyclopenta[a]inden-2-yl)-[2-(piperidin-4-yloxy)-phenyl]-methanone). Isolated yield 79.2%. As a reaction SMILES: Cl.C(OC([N:9]1[CH2:14][CH2:13][CH:12]([O:15][C:16]2[CH:21]=[CH:20][CH:19]=[CH:18][C:17]=2[C:22]([N:24]2[CH2:38][C:27]3=[C:28]4[N:33]([N:34]=[C:26]3[CH2:25]2)[C:32]([CH3:35])=[C:31]([Cl:36])[C:30]([CH3:37])=[N:29]4)=[O:23])[CH2:11][CH2:10]1)=O)(C)(C)C>O1CCOCC1>[Cl:36][C:31]1[C:30]([CH3:37])=[N:29][C:28]2[N:33]([N:34]=[C:26]3[CH2:25][N:24]([C:22]([C:17]4[CH:18]=[CH:19][CH:20]=[CH:21][C:16]=4[O:15][CH:12]4[CH2:13][CH2:14][NH:9][CH2:10][CH2:11]4)=[O:23])[CH2:38][C:27]3=2)[C:32]=1[CH3:35]. Reported procedure: A 4M solution of HCl in 1,4-dioxane (6.6 mL; 26.4 mmol; 5 eq.) was added to a solution of 4-[2-(6-chloro-5,7-dimethyl-1H,3H-2,4,7a,8-tetraaza-cyclopenta[a]indene-2-carbonyl)-phenoxy]-piperidine-1-carboxylic acid tert-butyl ester (2.78 g; 5.28 mmol; 1 eq.) in 1,4-dioxane (30 mL) and the reaction mixture was stirred at room temperature for 18 hours then concentrated in vacuo. The residue was partitioned between DCM and sat. aq. Na2CO3 and the two phases separated. The organic layer was dried over ...